This data is from the Open Reaction Database (ORD), a public repository of structured organic reaction records. The task is: describe an organic reaction: reactants, conditions, products, and yield The reactants are C1CCNCC1, CCO, O=C1Cc2c(cccc2-c2ccc(OC(F)(F)F)cc2)N1, Cc1[nH]c(C=O)c(C)c1C(=O)NCCn1ccnn1. Yields the product Cc1[nH]c(C=C2C(=O)Nc3cccc(-c4ccc(OC(F)(F)F)cc4)c32)c(C)c1C(=O)NCCn1ccnn1. Reaction SMILES: [CH2:41]1[CH2:42][CH2:43][NH:44][CH2:45][CH2:46]1.[CH3:47][CH2:48][OH:49].[F:1][C:2]([O:3][c:4]1[cH:5][cH:6][c:7](-[c:10]2[c:11]3[c:15]([cH:16][cH:17][cH:18]2)[NH:14][C:13](=[O:19])[CH2:12]3)[cH:8][cH:9]1)([F:20])[F:21].[n:22]1([CH2:27][CH2:28][NH:29][C:30](=[O:31])[c:32]2[c:33]([CH3:40])[nH:34][c:35]([CH:38]=[O:39])[c:36]2[CH3:37])[n:23][n:24][cH:25][cH:26]1>>[F:1][C:2]([O:3][c:4]1[cH:5][cH:6][c:7](-[c:10]2[c:11]3[c:15]([cH:16][cH:17][cH:18]2)[NH:14][C:13](=[O:19])[C:12]3=[CH:38][c:35]2[nH:34][c:33]([CH3:40])[c:32]([C:30]([NH:29][CH2:28][CH2:27][n:22]3[n:23][n:24][cH:25][cH:26]3)=[O:31])[c:36]2[CH3:37])[cH:8][cH:9]1)([F:20])[F:21]. Procedure: A solution of 4-chlorophenol (1 g, 7.78 mmol), 3-fluoro-4-nitrotoluene (808 mg, 5.21 mmol) and potassium carbonate (1.29 g, 9.34 mmol) in DMF (5 ml) was stirred at reflux for 6 h. The reaction mixture was allowed to cool and then re-dissolved in 2.5M NaOH (10 ml). This aqueous mixture was then extracted with ethyl acetate (3×15 ml) and the combined organics were dried (MgSO4), filtered and concentrated in vacuo. An ethyl acetate solution of the crude material was filtered through a pad of silica... The product is ClC1=CC=C(OC2=C(C=CC(=C2)C)[N+](=O)[O-])C=C1 (2-(4-chlorophenoxy)-4-methyl-1-nitrobenzene). The yield is 105.6%. Solvent: CN(C)C=O (DMF), [OH-].[Na+] (NaOH). Reaction SMILES: [Cl:1][C:2]1[CH:7]=[CH:6][C:5]([OH:8])=[CH:4][CH:3]=1.F[C:10]1[CH:11]=[C:12]([CH3:19])[CH:13]=[CH:14][C:15]=1[N+:16]([O-:18])=[O:17].C(=O)([O-])[O-].[K+].[K+]>CN(C=O)C.[OH-].[Na+]>[Cl:1][C:2]1[CH:7]=[CH:6][C:5]([O:8][C:10]2[CH:11]=[C:12]([CH3:19])[CH:13]=[CH:14][C:15]=2[N+:16]([O-:18])=[O:17])=[CH:4][CH:3]=1 |f:2.3.4,6.7|. The reactants are ClC1=CC=C(C=C1)O (4-chlorophenol), FC=1C=C(C=CC1[N+](=O)[O-])C (3-fluoro-4-nitrotoluene), C([O-])([O-])=O.[K+].[K+] (potassium carbonate). Starting materials: C(#N)C=1C=C(NC1)C(=O)O (4-Cyano-1H-pyrrole-2-carboxylic acid), CN1CCN(CC1)C1=CC(=C(C=C1)[N+](=O)[O-])N1CCC(CC1)C (1-Methyl-4-[3-(4-methyl-piperidin-1-yl)-4-nitro-phenyl]-piperazine). Yields the product CN1CCN(CC1)C1=CC(=C(C=C1)NC(=O)C=1NC=C(C1)C#N)N1CCC(CC1)C (4-Cyano-1H-pyrrole-2-carboxylic acid [4-(4-methyl-piperazin-1-yl)-2-(4-methyl-piperidin-1-yl)-phenyl]-amide). Isolated yield 55.1%. As a reaction SMILES: [C:1]([C:3]1[CH:4]=[C:5]([C:8]([OH:10])=O)[NH:6][CH:7]=1)#[N:2].[CH3:11][N:12]1[CH2:17][CH2:16][N:15]([C:18]2[CH:23]=[CH:22][C:21]([N+:24]([O-])=O)=[C:20]([N:27]3[CH2:32][CH2:31][CH:30]([CH3:33])[CH2:29][CH2:28]3)[CH:19]=2)[CH2:14][CH2:13]1>>[CH3:11][N:12]1[CH2:13][CH2:14][N:15]([C:18]2[CH:23]=[CH:22][C:21]([NH:24][C:8]([C:5]3[NH:6][CH:7]=[C:3]([C:1]#[N:2])[CH:4]=3)=[O:10])=[C:20]([N:27]3[CH2:32][CH2:31][CH:30]([CH3:33])[CH2:29][CH2:28]3)[CH:19]=2)[CH2:16][CH2:17]1. Procedure: The procedure of Example 53 was followed using 4-cyano-1H-pyrrole-2-carboxylic acid (as prepared in Example 2, 56 mg, 0.22 mmol) and 4-(4-methyl-piperazin-1-yl)-2-(4-methyl-piperidin-1-yl)-phenylamine (as prepared in Example 13, step (a), 61 mg 0.21 mmol). Purification of the resulting residue by silica gel preparative TLC eluting with 10% methanol in dichloromethane yielded 47 mg (55%) of the title compound as an off-white solid. 1H-NMR (400 MHz, CDCl3): δ 9.60 (br s, 1H), 8.30 (d, 1H, J=8.9), ...